Dataset: the Open Reaction Database (ORD), a public repository of structured organic reaction records. Task: describe an organic reaction: reactants, conditions, products, and yield Reactants: FC=1C=C(C=O)C=C(C1)F (3,5-difluorobenzaldehyde), C(C)OP(=O)(OCC)CC(=O)OCC (ethyl diethylphosphonoacetate), [H][H] (hydrogen), [H-].[Na+] (sodium hydride). Run in C(OC)COC (dimethoxy ethane), O (water), C(OC)COC (dimethoxyethane), C(OC)COC (Dimethoxyethane). Reaction conditions: temperature 15 celsius, time 30 minute. The product is C(C)OC(CCC1=CC(=CC(=C1)F)F)=O (3-(3,5-difluorophenyl) propionic acid ethyl ester). Isolated yield 70.2%. Reaction SMILES: [H-].[Na+].C(OP([CH2:11][C:12]([O:14][CH2:15][CH3:16])=[O:13])(OCC)=O)C.[H][H].[F:19][C:20]1[CH:21]=[C:22]([CH:25]=[C:26]([F:28])[CH:27]=1)[CH:23]=O>C(COC)OC.O>[CH2:15]([O:14][C:12](=[O:13])[CH2:11][CH2:23][C:22]1[CH:21]=[C:20]([F:19])[CH:27]=[C:26]([F:28])[CH:25]=1)[CH3:16] |f:0.1|. Procedure: Dimethoxyethane 350 ml was added to 60% sodium hydride 14.4 g (360 mmol), the mixture was stirred at room temperature while a solution of ethyl diethylphosphonoacetate 80.7 g (360 mmol) in dimethoxyethane (50 ml) was added dropwise. After the generation of hydrogen gas was stopped, the solution was cooled to 15° C., and a solution of 3,5-difluorobenzaldehyde 50.0 g (352 mmol) in dimethoxy ethane (50 ml) was added dropwise keeping the liquid temperature below 25° C. After addition, the mixture wa... The reactants are C1CCOC1, COC(=O)CCC#Cc1cccc2c1C(=Cc1[nH]ccc1OC)C(=O)N2, O. The product is COc1cc[nH]c1C=C1C(=O)Nc2cccc(C#CCCC(=O)O)c21. Reaction SMILES: [CH2:27]1[O:28][CH2:29][CH2:30][CH2:31]1.[CH3:1][O:2][C:3]([CH2:4][CH2:5][C:6]#[C:7][c:8]1[c:9]2[c:13]([cH:14][cH:15][cH:16]1)[NH:12][C:11](=[O:17])[C:10]2=[CH:18][c:19]1[nH:20][cH:21][cH:22][c:23]1[O:24][CH3:25])=[O:26].[OH2:32]>>[O:2]=[C:3]([CH2:4][CH2:5][C:6]#[C:7][c:8]1[c:9]2[c:13]([cH:14][cH:15][cH:16]1)[NH:12][C:11](=[O:17])[C:10]2=[CH:18][c:19]1[nH:20][cH:21][cH:22][c:23]1[O:24][CH3:25])[OH:26]. The reactants are [Al+3], C1CCOC1, O=C(Cl)c1ccc(C(F)(F)F)cc1, [H-], [H-], [H-], [H-], [Li+], [Na+], [OH-], O. Yields the product OCc1ccc(C(F)(F)F)cc1. As a reaction SMILES: [Al+3:15].[CH2:23]1[O:24][CH2:25][CH2:26][CH2:27]1.[F:1][C:2]([c:3]1[cH:4][cH:5][c:6]([C:7](=[O:8])[Cl:9])[cH:10][cH:11]1)([F:12])[F:13].[H-:14].[H-:17].[H-:18].[H-:19].[Li+:16].[Na+:22].[OH-:21].[OH2:20]>>[F:1][C:2]([c:3]1[cH:4][cH:5][c:6]([CH2:7][OH:8])[cH:10][cH:11]1)([F:12])[F:13]. Reactants: COC1=CC=C(C=C1)N(C1CCN(CC1)[C@@H](CCNC(C1=C(C=C(C(=O)O)C=C1C)C)=O)C)CC=1C=NC=CC1C (N-((R)-3-{4-[(4-Methoxy-phenyl)-(4-methyl-pyridin-3-ylmethyl)-amino]-piperidin-1-yl}-butyl)-3,5-dimethyl-terephthalamic acid), CNC (dimethylamine), CCN(C(C)C)C(C)C (DIPEA), CCN=C=NCCCN(C)C (EDCI), C=1C=CC2=C(C1)N=NN2O (HOBT). The solvent is CN(C)C=O (DMF). Run at temperature 25 celsius, time 16 hour. The product is COC1=CC=C(C=C1)N(C1CCN(CC1)[C@@H](CCNC(C1=C(C=C(C(=O)N(C)C)C=C1C)C)=O)C)CC=1C=NC=CC1C (N-((R)-3-{4-[(4-methoxy-phenyl)-(4-methyl-pyridin-3-ylmethyl)-amino]-piperidin-1-yl}-butyl)-2,6, N′,N′-tetramethyl-terephthalamide). The yield is 39.8%. Reaction SMILES: [CH3:1][O:2][C:3]1[CH:8]=[CH:7][C:6]([N:9]([CH2:34][C:35]2[CH:36]=[N:37][CH:38]=[CH:39][C:40]=2[CH3:41])[CH:10]2[CH2:15][CH2:14][N:13]([C@H:16]([CH3:33])[CH2:17][CH2:18][NH:19][C:20](=[O:32])[C:21]3[C:29]([CH3:30])=[CH:28][C:24]([C:25]([OH:27])=O)=[CH:23][C:22]=3[CH3:31])[CH2:12][CH2:11]2)=[CH:5][CH:4]=1.C[CH2:43][N:44]=[C:45]=NCCCN(C)C.C1C=CC2N(O)N=NC=2C=1.CNC.CCN(C(C)C)C(C)C>CN(C=O)C>[CH3:1][O:2][C:3]1[CH:4]=[CH:5][C:6]([N:9]([CH2:34][C:35]2[CH:36]=[N:37][CH:38]=[CH:39][C:40]=2[CH3:41])[CH:10]2[CH2:15][CH2:14][N:13]([C@H:16]([CH3:33])[CH2:17][CH2:18][NH:19][C:20](=[O:32])[C:21]3[C:22]([CH3:31])=[CH:23][C:24]([C:25]([N:44]([CH3:45])[CH3:43])=[O:27])=[CH:28][C:29]=3[CH3:30])[CH2:12][CH2:11]2)=[CH:7][CH:8]=1. Procedure: N-((R)-3-{4-[(4-Methoxy-phenyl)-(4-methyl-pyridin-3-ylmethyl)-amino]-piperidin-1-yl}-butyl)-3,5-dimethyl-terephthalamic acid (0.070 g, 0.12 mmol), EDCI (0.026 g, 0.13 mmol) and HOBT (0.019 g, 0.13 mmol) were combined in DMF (5 mL) to give a pale yellow solution. To this solution was added dimethylamine (2M in THF) (94 μL, 0.18 mmol) followed by DIPEA (33 μL, 0.18 mmol) and the resulting mixture was stirred at 25° C. for 16 h. Standard workup according to General Procedure C gave the crude produc... Reactants: IC1=CC2=C(N(C=N2)CC2=CC(=C(C=C2)OCC=2C=NC(=CC2)OC)OC)C=C1 (5-iodo-1-(3-methoxy-4-((6-methoxypyridin-3-yl)methoxy)benzyl)-1H-benzo[d]imidazole), CC1(OB(OC1(C)C)C1=CCN(CC1)C(=O)[O-])C (4-(4,4,5,5-tetramethyl-1,3,2-dioxaborolan-2-yl)-5,6-dihydropyridine-1(2H)-carboxylate). Reagents/catalysts: C1=CC=C(C=C1)P([C-]2C=CC=C2)C3=CC=CC=C3.C1=CC=C(C=C1)P([C-]2C=CC=C2)C3=CC=CC=C3.Cl[Pd]Cl.[Fe+2] ([1,1′-bis(diphenylphosphino)ferrocene]dichloropalladium(II)). Solvent: O1CCOCC1 (1,4-dioxane), C([O-])([O-])=O.[Na+].[Na+] (sodium carbonate). Run at temperature 100 celsius, time 16 hour. Product: COC=1C=C(CN2C=NC3=C2C=CC(=C3)C3=CCN(CC3)C(=O)OC(C)(C)C)C=CC1OCC=1C=NC(=CC1)OC (tert-butyl 4-(1-(3-methoxy-4-((6-methoxypyridin-3-yl)methoxy)benzyl)-1H-benzo[d]imidazol-5-yl)-5,6-dihydropyridine-1(2H)-carboxylate). The yield is 0.2%. Reaction SMILES: I[C:2]1[CH:29]=[CH:28][C:5]2[N:6]([CH2:9][C:10]3[CH:15]=[CH:14][C:13]([O:16][CH2:17][C:18]4[CH:19]=[N:20][C:21]([O:24][CH3:25])=[CH:22][CH:23]=4)=[C:12]([O:26][CH3:27])[CH:11]=3)[CH:7]=[N:8][C:4]=2[CH:3]=1.CC1(C)C(C)(C)OB([C:38]2[CH2:43][CH2:42][N:41]([C:44]([O-:46])=[O:45])[CH2:40][CH:39]=2)O1>O1CCOCC1.C(=O)([O-])[O-].[Na+].[Na+].C1C=CC(P(C2C=CC=CC=2)[C-]2C=CC=C2)=CC=1.C1C=CC(P(C2C=CC=CC=2)[C-]2C=CC=C2)=CC=1.Cl[Pd]Cl.[Fe+2]>[CH3:27][O:26][C:12]1[CH:11]=[C:10]([CH:15]=[CH:14][C:13]=1[O:16][CH2:17][C:18]1[CH:19]=[N:20][C:21]([O:24][CH3:25])=[CH:22][CH:23]=1)[CH2:9][N:6]1[C:5]2[CH:28]=[CH:29][C:2]([C:38]3[CH2:43][CH2:42][N:41]([C:44]([O:46][C:10]([CH3:15])([CH3:11])[CH3:9])=[O:45])[CH2:40][CH:39]=3)=[CH:3][C:4]=2[N:8]=[CH:7]1 |f:3.4.5,6.7.8.9|. Procedure details: To a stirred solution of 5-iodo-1-(3-methoxy-4-((6-methoxypyridin-3-yl)methoxy)benzyl)-1H-benzo[d]imidazole (0.801 g, 1.60 mmol) in 1,4-dioxane (10 mL) and 2 M sodium carbonate solution (3.2 mL) was added 4-(4,4,5,5-tetramethyl-1,3,2-dioxaborolan-2-yl)-5,6-dihydropyridine-1(2H)-carboxylate (0.65 mg, 2.10 mmol). The mixture was treated with [1,1′-bis(diphenylphosphino)ferrocene]dichloropalladium(II) (0.12 mg, 0.16 mmol) and heated to 100° C. After 16 h, the reaction mixture was allowed to cool to... The reactants are [C-]#N.[Na+] (sodium cyanide), FC1=C(C(C)Cl)C=CC=C1 (2-fluoro-α-methylbenzyl chloride), Ice water. Solvent: CS(=O)C (dimethyl sulfoxide). Run at temperature 90 celsius, time 4 hour. Product: FC1=C(C(C)C#N)C=CC=C1 (2-fluoro-α-methylbenzyl cyanide). Yield: 85.1%. As a reaction SMILES: [C-:1]#[N:2].[Na+].[F:4][C:5]1[CH:13]=[CH:12][CH:11]=[CH:10][C:6]=1[CH:7](Cl)[CH3:8]>CS(C)=O>[F:4][C:5]1[CH:13]=[CH:12][CH:11]=[CH:10][C:6]=1[CH:7]([C:1]#[N:2])[CH3:8] |f:0.1|. Procedure: In 300 ml of dimethyl sulfoxide was dissolved 35 g of sodium cyanide by heating at 90° C., and 45 g of 2-fluoro-α-methylbenzyl chloride was added. The mixture was stirred at 90° C. for 4 hours, and then cooled. Ice-water was added and the mixture was extracted with n-hexane. The n-hexane layer was washed with water and dried over anhydrous magnesium sulfate and the solvent was evaporated off. The residue obtained was purified by distillation under reduced pressure to afford 36 g of 2-fluoro-α-me... Starting materials: ClC1=NC2=CC=C(C=C2C=C1)Cl (2,6-dichloroquinoline), [K] (potassium), OC=1C=C(C(=O)O)C=CC1 (3-hydroxybenzoic acid). Run in CS(=O)C (dimethylsulfoxide). The product is ClC=1C=C2C=CC(=NC2=CC1)OC=1C=CC=C(C(=O)O)C1 (5-(6-chloro-2-quinolinoxy)benzoic acid). Reaction SMILES: Cl[C:2]1[CH:11]=[CH:10][C:9]2[C:4](=[CH:5][CH:6]=[C:7]([Cl:12])[CH:8]=2)[N:3]=1.[K].[OH:14][C:15]1[CH:16]=[C:17]([CH:21]=[CH:22][CH:23]=1)[C:18]([OH:20])=[O:19]>CS(C)=O>[Cl:12][C:7]1[CH:8]=[C:9]2[C:4](=[CH:5][CH:6]=1)[N:3]=[C:2]([O:14][C:15]1[CH:23]=[CH:22][CH:21]=[C:17]([CH:16]=1)[C:18]([OH:20])=[O:19])[CH:11]=[CH:10]2 |^1:12|. Reported procedure: Substantially equimolar amounts of 2,6-dichloroquinoline and the potassium salt of 3-hydroxybenzoic acid are reacted, in an inert organic solvent, e.g., dimethylsulfoxide giving 5-(6-chloro-2-quinolinoxy)benzoic acid which is nitrated, with, for example, potassium nitrate in the presence of concentrated sulfuric acid to give the corresponding 2-nitrobenzoic acid. The 2-nitrobenzoic acid is then reacted with a suitably substituted--halo compound, e.g., 2-chloropropionate, as described hereinabove... The reactants are CC(C)(C)N, CN(C)C=O, Oc1ccc2oc(-c3nc(CCl)cs3)cc2c1, [I-], [K+]. The product is CC(C)(C)NCc1csc(-c2cc3cc(O)ccc3o2)n1. RXN SMILES: [CH3:20][C:21]([CH3:22])([CH3:23])[NH2:24].[CH3:25][N:26]([CH3:27])[CH:28]=[O:29].[Cl:1][CH2:2][c:3]1[n:4][c:5](-[c:8]2[o:9][c:10]3[c:11]([cH:12]2)[cH:13][c:14]([OH:17])[cH:15][cH:16]3)[s:6][cH:7]1.[I-:19].[K+:18]>>[CH2:2]([c:3]1[n:4][c:5](-[c:8]2[o:9][c:10]3[c:11]([cH:12]2)[cH:13][c:14]([OH:17])[cH:15][cH:16]3)[s:6][cH:7]1)[NH:24][C:21]([CH3:20])([CH3:22])[CH3:23].